From a dataset of the Open Reaction Database (ORD), a public repository of structured organic reaction records. describe an organic reaction: reactants, conditions, products, and yield Starting materials: CC(=O)OC(C)=O, ClCCCl, [Na+], O=C([O-])O, O, Nc1cc(C(F)(F)F)ccc1-c1cc(Oc2ccc3cccnc3c2)ncn1. Yields the product CC(=O)Nc1cc(C(F)(F)F)ccc1-c1cc(Oc2ccc3cccnc3c2)ncn1. RXN SMILES: [CH3:29][C:30](=[O:31])[O:32][C:33](=[O:34])[CH3:35].[Cl:42][CH2:43][CH2:44][Cl:45].[Na+:40].[O-:36][C:37]([OH:38])=[O:39].[OH2:41].[n:1]1[cH:2][cH:3][cH:4][c:5]2[cH:6][cH:7][c:8]([O:11][c:12]3[cH:13][c:14](-[c:18]4[c:19]([NH2:28])[cH:20][c:21]([C:24]([F:25])([F:26])[F:27])[cH:22][cH:23]4)[n:15][cH:16][n:17]3)[cH:9][c:10]12>>[n:1]1[cH:2][cH:3][cH:4][c:5]2[cH:6][cH:7][c:8]([O:11][c:12]3[cH:13][c:14](-[c:18]4[c:19]([NH:28][C:30]([CH3:29])=[O:31])[cH:20][c:21]([C:24]([F:25])([F:26])[F:27])[cH:22][cH:23]4)[n:15][cH:16][n:17]3)[cH:9][c:10]12. The product is ClC=1C=C(OC2=CC(=C(C=O)C=C2)C(F)(F)F)C=CC1C(C(C(F)(F)F)(O)C1=CN(C(C(=C1)C)=O)C)C (4-{3-Chloro-4-[2-(1,5-dimethyl-6-oxo-1,6-dihydro-pyridin-3-yl)-3,3,3-trifluoro-2-hydroxy-1-methyl-propyl]-phenoxy}-2-trifluoromethyl-benzaldehyde). The solvent is CN(C(C)=O)C (N,N-dimethylacetamide). Starting materials: ClC1=C(C=CC(=C1)O)C(C(C(F)(F)F)(O)C=1C=C(C(N(C1)C)=O)C)C (5-[2-(2-chloro-4-hydroxy-phenyl)-1-hydroxy-1-trifluoromethyl-propyl]-1,3-dimethyl-1H-pyridin-2-one), FC1=CC(=C(C=O)C=C1)C(F)(F)F (4-fluoro-2-(trifluormethyl)benzaldehyde), C([O-])([O-])=O.[Cs+].[Cs+] (cesium carbonate), O (Water). Procedure: To a stirred solution of 5-[2-(2-chloro-4-hydroxy-phenyl)-1-hydroxy-1-trifluoromethyl-propyl]-1,3-dimethyl-1H-pyridin-2-one (Example 203, step 5, 80 mg) in N,N-dimethylacetamide (1.5 ml) were added 4-fluoro-2-(trifluormethyl)benzaldehyde (63 mg) and cesium carbonate (208 mg). The mixture was stirred at room temperature for 3 h. Water was added and the mixture was extracted with ethyl acetate. The organic phase was dried (MgSO4), filtered and concentrated. The product was purified by chromatograp... Reaction conditions: time 3 hour. Yield: 95.2%. Reaction SMILES: [Cl:1][C:2]1[CH:7]=[C:6]([OH:8])[CH:5]=[CH:4][C:3]=1[CH:9]([CH3:25])[C:10]([C:16]1[CH:17]=[C:18]([CH3:24])[C:19](=[O:23])[N:20]([CH3:22])[CH:21]=1)([OH:15])[C:11]([F:14])([F:13])[F:12].F[C:27]1[CH:34]=[CH:33][C:30]([CH:31]=[O:32])=[C:29]([C:35]([F:38])([F:37])[F:36])[CH:28]=1.C(=O)([O-])[O-].[Cs+].[Cs+].O>CN(C)C(=O)C>[Cl:1][C:2]1[CH:7]=[C:6]([CH:5]=[CH:4][C:3]=1[CH:9]([CH3:25])[C:10]([C:16]1[CH:17]=[C:18]([CH3:24])[C:19](=[O:23])[N:20]([CH3:22])[CH:21]=1)([OH:15])[C:11]([F:13])([F:14])[F:12])[O:8][C:27]1[CH:34]=[CH:33][C:30]([CH:31]=[O:32])=[C:29]([C:35]([F:36])([F:38])[F:37])[CH:28]=1 |f:2.3.4|.